From a dataset of the Open Reaction Database (ORD), a public repository of structured organic reaction records. describe an organic reaction: reactants, conditions, products, and yield Starting materials: C1(=CC=CC=C1)C1=NN2C(C=C(C=C2N)C2=CC=NC=C2)=N1 (2-phenyl-7-pyridin-4-yl-[1,2,4]triazolo[1,5-a]pyridin-5-ylamine), [OH-].[K+] (potassiumhydroxide), C([O-])(O)=O.[Na+] (sodiumbicarbonate), BrCCC=C (4-bromo-1-butene). Run in CS(=O)C (dimethylsulfoxide). Conditions: time 40 hour. Product: C(CC=C)NC1=CC(=CC=2N1N=C(N2)C2=CC=CC=C2)C2=CC=NC=C2 (but-3-enyl-(2-phenyl-7-pyridin-4-yl-[1,2,4]triazolo[1,5-a]pyridin-5-yl)-amine). The yield is 16.7%. Reaction SMILES: [C:1]1([C:7]2[N:22]=[C:10]3[CH:11]=[C:12]([C:16]4[CH:21]=[CH:20][N:19]=[CH:18][CH:17]=4)[CH:13]=[C:14]([NH2:15])[N:9]3[N:8]=2)[CH:6]=[CH:5][CH:4]=[CH:3][CH:2]=1.[OH-].[K+].Br[CH2:26][CH2:27][CH:28]=[CH2:29].C(=O)(O)[O-].[Na+]>CS(C)=O>[CH2:29]([NH:15][C:14]1[N:9]2[N:8]=[C:7]([C:1]3[CH:2]=[CH:3][CH:4]=[CH:5][CH:6]=3)[N:22]=[C:10]2[CH:11]=[C:12]([C:16]2[CH:21]=[CH:20][N:19]=[CH:18][CH:17]=2)[CH:13]=1)[CH2:28][CH:27]=[CH2:26] |f:1.2,4.5|. Reported procedure: A solution of 0.20 g (0.0007 mol) 2-phenyl-7-pyridin-4-yl-[1,2,4]triazolo[1,5-a]pyridin-5-ylamine in 17.5 ml dimethylsulfoxide was treated with 0.69 g (0.001 mol) potassiumhydroxide(85%) for 20 minutes at room temperature. Then 0.10 g(0.0007 mol) 4-bromo-1-butene were added and stirring was continued for 40 hours. Saturated aqueous sodiumbicarbonate was added and the mixture was extracted with ethylacetate. Evaporation of the solvent and chromatography on silicagel with dichloromethane/methanol ... Reactants: O (Water), OC1=CC=C(CCC(C)=O)C=C1 (p-Hydroxy benzylacetone), [OH-].[K+] (KOH), C(C=C)Br (allyl bromide). Run in C(C)O (ethanol). Yields the product C(C=C)OC1=CC=C(C=C1)CCC(C)=O (4-(p-Allyloxyphenyl)-2-butanone). As a reaction SMILES: [OH:1][C:2]1[CH:12]=[CH:11][C:5]([CH2:6][CH2:7][C:8](=[O:10])[CH3:9])=[CH:4][CH:3]=1.[OH-].[K+].[CH2:15](Br)[CH:16]=[CH2:17].O>C(O)C>[CH2:17]([O:1][C:2]1[CH:3]=[CH:4][C:5]([CH2:6][CH2:7][C:8](=[O:10])[CH3:9])=[CH:11][CH:12]=1)[CH:16]=[CH2:15] |f:1.2|. Procedure details: p-Hydroxy benzylacetone (1.5 g.), KOH (6 g.) and allyl bromide (1.2 g.) were stirred in ethanol (50 ml) overnight. Water was added and the mixture extracted with ether, which was evaporated to give the compound (1.6 g.) as an oil purified by column chromatography. Yields the product C(C)C(C(=O)O)C(CCC(Cl)(Cl)Cl)(C)C.ClC(CCC(CC(=O)OCC)(C)C)(Cl)Cl (ethyl β-(3,3,3-trichloropropyl)isovalerate(ethyl 6,6,6-trichloro-3,3-dimethylhexanoate)). As a reaction SMILES: [CH3:1][C:2]([CH3:11])([CH:9]=[CH2:10])[CH2:3][C:4]([O:6][CH2:7][CH3:8])=[O:5].C1C(C(OO[C:22]([CH3:25])(C)C)=O)=CC=CC=1.[CH:26]([Cl:29])([Cl:28])[Cl:27]>>[CH2:22]([CH:3]([C:2]([CH3:1])([CH3:11])[CH2:9][CH2:10][C:26]([Cl:29])([Cl:28])[Cl:27])[C:4]([OH:6])=[O:5])[CH3:25].[Cl:27][C:26]([Cl:29])([Cl:28])[CH2:10][CH2:9][C:2]([CH3:1])([CH3:11])[CH2:3][C:4]([O:6][CH2:7][CH3:8])=[O:5] |f:3.4|. The yield is 958.5%. Reactants: CC(CC(=O)OCC)(C=C)C (ethyl 3,3-dimethyl-4-pentenate), C1=CC=CC=C1C(=O)OOC(C)(C)C (t-butyl perbenzoate), C(Cl)(Cl)Cl (chloroform). Reported procedure: A pressure-resistant tubular reactor was charged with a mixture of 20.0 g of ethyl 3,3-dimethyl-4-pentenate, 200 g of chloroform and 1.0 g of t-butyl perbenzoate and, after the tube was sealed, the contents were heated at 120° C. for 20 hours. Then, the reaction mixture was distilled to remove the low-boiling fraction and further subjected to distillation under reduced pressure. By the above procedure there were obtained 27.2 g of ethyl β-(3,3,3-trichloropropyl)isovalerate(ethyl 6,6,6-trichloro-... Conditions: temperature 120 celsius. Reactants: C(C)OC1=NCCC1 (2-ethoxy-1-pyrroline), CC(C)C1CC(CC(C1)=O)=O (5-(1-methylethyl)-1,3-cyclohexanedione). Run in C(C)(C)O (isopropyl alcohol). Run at time 8 hour. Product: CC(C)C1CC(C(C(C1)=O)=C1NCCC1)=O (5-(1-Methylethyl)-2-(2-pyrrolidinylidene)-1,3-cyclohexanedione). The yield is 12.4%. As a reaction SMILES: C(O[C:4]1[CH2:8][CH2:7][CH2:6][N:5]=1)C.[CH3:9][CH:10]([CH:12]1[CH2:17][C:16](=[O:18])[CH2:15][C:14](=[O:19])[CH2:13]1)[CH3:11]>C(O)(C)C>[CH3:11][CH:10]([CH:12]1[CH2:13][C:14](=[O:19])[C:15](=[C:4]2[CH2:8][CH2:7][CH2:6][NH:5]2)[C:16](=[O:18])[CH2:17]1)[CH3:9]. Procedure: A mixture of 2-ethoxy-1-pyrroline (9.05 grams, 0.08 mole), and 5-(1-methylethyl)-1,3-cyclohexanedione (12.34 grams, 0.08 mole), in 50 mL of isopropyl alcohol solvent is heated under reflux for 2 hours. After standing overnight, the cooled reaction solution will deposit white, crystalline product which is collected, washed with cold solvent and dried to give 2.2 grams of solid, m.p. 143°-145° C. The filtrate is evaporated and the residue dissolved in dichloromethane and the solution extracted wit... Starting materials: C(CCCCCCCC)C1=C(C=CC=C1)C(CCCCC)O (1-(2-nonylphenyl)-1-hexanol), O.C1(=CC=C(C=C1)S(=O)(=O)O)C (toluene-4-sulphonic acid monohydrate), C1(=CC=CC=C1)C (toluene). The solvent is O (water). The product is C(CCCCCCCC)C1=C(C=CC=C1)\C=C\CCCC (1-(2-nonylphenyl)-trans-hexene). As a reaction SMILES: [CH2:1]([C:10]1[CH:15]=[CH:14][CH:13]=[CH:12][C:11]=1[CH:16](O)[CH2:17][CH2:18][CH2:19][CH2:20][CH3:21])[CH2:2][CH2:3][CH2:4][CH2:5][CH2:6][CH2:7][CH2:8][CH3:9].O.C1(C)C=CC(S(O)(=O)=O)=CC=1.C1(C)C=CC=CC=1>O>[CH2:1]([C:10]1[CH:15]=[CH:14][CH:13]=[CH:12][C:11]=1/[CH:16]=[CH:17]/[CH2:18][CH2:19][CH2:20][CH3:21])[CH2:2][CH2:3][CH2:4][CH2:5][CH2:6][CH2:7][CH2:8][CH3:9] |f:1.2|. Procedure: A mixture of 14.4 g of 1-(2-nonylphenyl)-1-hexanol, 2 g of toluene-4-sulphonic acid monohydrate and 250 ml of toluene is heated under reflux for 3 hours using a water separator. After cooling, the reaction mixture is washed twice with 10% strength (w/v) sodium bicarbonate solution and twice with water. The organic phase is dried over sodium sulphate and concentrated by evaporation in vacuo, and the residue is purified by chromatography on silica gel using hexene as eluant. The desired 1-(2-nonyl... Reactants: OCC1C2=CC=CC=C2C=2C3=C(C4=C(C12)C=CC=C4)C=CC=C3 (13-Hydroxymethyldibenzo(a,c)fluorene), C(C)(=O)OC(C)=O (acetic anhydride). The reagents and catalysts are S(O)(O)(=O)=O (sulfuric acid). Reaction conditions: time 30 minute. The product is C(C)(=O)OCC1C2=CC=CC=C2C=2C3=C(C4=C(C12)C=CC=C4)C=CC=C3 (13-acetoxymethyldibenzo(a,c)fluorene). RXN SMILES: [OH:1][CH2:2][CH:3]1[C:15]2[C:14]3[CH:16]=[CH:17][CH:18]=[CH:19][C:13]=3[C:12]3[CH:20]=[CH:21][CH:22]=[CH:23][C:11]=3[C:10]=2[C:9]2[C:4]1=[CH:5][CH:6]=[CH:7][CH:8]=2.[C:24](OC(=O)C)(=[O:26])[CH3:25]>S(=O)(=O)(O)O>[C:24]([O:1][CH2:2][CH:3]1[C:15]2[C:14]3[CH:16]=[CH:17][CH:18]=[CH:19][C:13]=3[C:12]3[CH:20]=[CH:21][CH:22]=[CH:23][C:11]=3[C:10]=2[C:9]2[C:4]1=[CH:5][CH:6]=[CH:7][CH:8]=2)(=[O:26])[CH3:25]. Procedure details: 13-Hydroxymethyldibenzo(a,c)fluorene (215.2 mg, 0.727 mmol) was dissolved in acetic anhydride (5 ml). To this solution was added one drop of sulfuric acid (2M). The reaction mixture was stirred for 30 min. A white precipitate was obtained which was filtered and washed with water (150 ml). The solid was finally dried to constant weight over P2O5 in a vacuum desiccator to afford 13-acetoxymethyldibenzo(a,c)fluorene as a white solid, (206.3 mg, 84%); m.p. 135-136° C.; (Found: C, 84.9; H, 5,33; C24H... Starting materials: CC1=CN=CC=2C=CC=C(C12)S(=O)(=O)Cl (4-methyl-5-isoquinolinesulfonyl chloride), C(C)(C)(C)OC(=O)N(C)C1CN(CC1)S(=O)(=O)C=1C=2C(=CN=CC2C=CC1)C (3-[N-(tert-Butoxycarbonyl)-N-methylamino]-1-(4-methyl-5-isoquinoline sulfonyl)pyrrolidine), C(C)(C)(C)OC(=O)N(C)C1CN(CC1)S(=O)(=O)C=1C=2C(=CN=CC2C=CC1)C (3-[N-(tert-Butoxycarbonyl)-N-methylamino]-1-(4-methyl-5-isoquinoline sulfonyl)pyrrolidine), C(C)(C)(C)OC(=O)N(C)C1CNCC1 (3-[N-(tert-butoxycarbonyl)-N-methyl-amino]pyrrolidine), C(C)(C)(C)OC(=O)N(C)[C@@H]1CNCC1 ((S)-3-[N-(tert-butoxycarbonyl)-N-methyl-amino]pyrrolidine), BrC1=CN=CC=2C=CC=C(C12)S(=O)(=O)Cl (4-bromo-5-isoquinolinesulfonyl chloride). Product: CC1=CN=CC=2C=CC=C(C12)S(=O)(=O)N1CC(CC1)NC ((R/S)-1-(4-Methyl-5-isoquinolinesulfonyl)-3-(methylamino)pyrrolidine), Cl (hydrochloride). RXN SMILES: C(O[C:6]([N:8]([CH:10]1[CH2:14][CH2:13][N:12]([S:15]([C:18]2[C:19]3[C:20]([CH3:28])=[CH:21][N:22]=[CH:23][C:24]=3[CH:25]=[CH:26][CH:27]=2)(=[O:17])=[O:16])[CH2:11]1)C)=O)(C)(C)C.CC1C2C(S([Cl:43])(=O)=O)=CC=CC=2C=NC=1.C(OC(N(C1CCNC1)C)=O)(C)(C)C.BrC1C2C(S(Cl)(=O)=O)=CC=CC=2C=NC=1.C(OC(N([C@H]1CCNC1)C)=O)(C)(C)C>>[CH3:28][C:20]1[C:19]2[C:18]([S:15]([N:12]3[CH2:13][CH2:14][CH:10]([NH:8][CH3:6])[CH2:11]3)(=[O:17])=[O:16])=[CH:27][CH:26]=[CH:25][C:24]=2[CH:23]=[N:22][CH:21]=1.[ClH:43]. Procedure: 3-[N-(tert-Butoxycarbonyl)-N-methylamino]-1-(4-methyl-5-isoquinoline sulfonyl)pyrrolidine (Intermediate 23) can be prepared by using 4-methyl-5-isoquinolinesulfonyl chloride and 3-[N-(tert-butoxycarbonyl)-N-methyl-amino]pyrrolidine in the method of Example 1-3, Step A instead of 4-bromo-5-isoquinolinesulfonyl chloride and (S)-3-[N-(tert-butoxycarbonyl)-N-methyl-amino]pyrrolidine, respectively, and then used in the method of Step B in a similar manner to obtain the title compound as hydrochloride...